Dataset: the Open Reaction Database (ORD), a public repository of structured organic reaction records. Task: describe an organic reaction: reactants, conditions, products, and yield Reported procedure: To a solution of 2,4-pyridinedicarboxylic acid (1.0 g, 6.0 mmol) in methylene chloride (40 mL) was added 1-hydroxybenzotriazole hydrate (HOBt) (2.03 g, 15 mmol), 3-methoxy-benzyl amine (1.53 mL, 12.0 mmol) and 1-(3-dimethylaminopropyl)-3-ethylcarbodiimide hydrochloride (EDAC) (2.88 g, 15 mmol). The solution was stirred for 24 hours at room temperature and then evaporated at reduced pressure to give an oil. The oil was partitioned between hot ethyl acetate and hot water. The organic phase was the... Isolated yield 76.0%. RXN SMILES: [N:1]1[CH:6]=[CH:5][C:4]([C:7]([OH:9])=O)=[CH:3][C:2]=1[C:10]([OH:12])=O.[OH2:13].ON1[C:19]2[CH:20]=[CH:21][CH:22]=[CH:23][C:18]=2N=N1.[CH3:24][O:25][C:26]1[CH:27]=[C:28]([CH:31]=[CH:32][CH:33]=1)[CH2:29][NH2:30].Cl.[CH3:35][N:36](C)CCCN=C=NCC.[CH2:46](Cl)Cl>>[CH3:46][O:13][C:20]1[CH:19]=[C:18]([CH:23]=[CH:22][CH:21]=1)[CH2:35][NH:36][C:10]([C:2]1[CH:3]=[C:4]([C:7]([NH:30][CH2:29][C:28]2[CH:31]=[CH:32][CH:33]=[C:26]([O:25][CH3:24])[CH:27]=2)=[O:9])[CH:5]=[CH:6][N:1]=1)=[O:12] |f:1.2,4.5|. Run at time 24 hour. Reactants: N1=C(C=C(C=C1)C(=O)O)C(=O)O (2,4-pyridinedicarboxylic acid), O.ON1N=NC2=C1C=CC=C2 (1-hydroxybenzotriazole hydrate), COC=1C=C(CN)C=CC1 (3-methoxy-benzyl amine), Cl.CN(CCCN=C=NCC)C (1-(3-dimethylaminopropyl)-3-ethylcarbodiimide hydrochloride), C(Cl)Cl (methylene chloride). The product is COC=1C=C(CNC(=O)C2=NC=CC(=C2)C(=O)NCC2=CC(=CC=C2)OC)C=CC1 (Pyridine-2,4-dicarboxylic acid bis-(3-methoxy-benzylamide)). Starting materials: C1(=CC=CC=C1)P(C1=CC=CC=C1)C1=CC=CC=C1 (triphenylphosphine), ClP(C1=CC=CC=C1)Cl (dichloro(phenyl)phosphine). Product: ClP(C1=CC=CC=C1)C1=CC=CC=C1 (chloro(diphenyl)phosphine). Reaction SMILES: [C:1]1([P:7](C2C=CC=CC=2)[C:8]2[CH:13]=[CH:12][CH:11]=[CH:10][CH:9]=2)[CH:6]=[CH:5][CH:4]=[CH:3][CH:2]=1.[Cl:20]P(Cl)C1C=CC=CC=1>>[Cl:20][P:7]([C:8]1[CH:13]=[CH:12][CH:11]=[CH:10][CH:9]=1)[C:1]1[CH:6]=[CH:5][CH:4]=[CH:3][CH:2]=1. Procedure details: At virtually the same temperature, triphenylphosphine also reacts with dichloro(phenyl)phosphine to give chloro(diphenyl)phosphine (German Pat. No. A-3,215,379): Reactants: C1(CCCC1)OC=1C=C(C=CC1OC)C1(CCC2(CC1)OCCO2)C#C (4-(3-cyclopentyloxy-4-methoxyphenyl)-4-ethynyl-1,1-(ethylenedioxy)cyclohexane), BrC1=CC=NC=C1 (4-bromopyridine), tetrakis(triphenyl-phosphine)palladium(0), C1(=CC=CC=C1)P(C1=CC=CC=C1)C1=CC=CC=C1 (triphenylphosphine), O (Water). The reagents and catalysts are [Cu]I (copper(I) iodide). The solvent is N1CCCCC1 (piperidine). The product is C1(CCCC1)OC=1C=C(C=CC1OC)C1(CCC2(CC1)OCCO2)C#CC2=CC=NC=C2 (4-(3-cyclopentyloxy-4-methoxyphenyl)-4-(4-pyridylethynyl)-1,1-(ethylenedioxy)cyclohexane). The yield is 90.6%. Reaction SMILES: [CH:1]1([O:6][C:7]2[CH:8]=[C:9]([C:15]3([C:25]#[CH:26])[CH2:20][CH2:19][C:18]4([O:24][CH2:23][CH2:22][O:21]4)[CH2:17][CH2:16]3)[CH:10]=[CH:11][C:12]=2[O:13][CH3:14])[CH2:5][CH2:4][CH2:3][CH2:2]1.Br[C:28]1[CH:33]=[CH:32][N:31]=[CH:30][CH:29]=1.C1(P(C2C=CC=CC=2)C2C=CC=CC=2)C=CC=CC=1.O>N1CCCCC1.[Cu]I>[CH:1]1([O:6][C:7]2[CH:8]=[C:9]([C:15]3([C:25]#[C:26][C:28]4[CH:33]=[CH:32][N:31]=[CH:30][CH:29]=4)[CH2:20][CH2:19][C:18]4([O:21][CH2:22][CH2:23][O:24]4)[CH2:17][CH2:16]3)[CH:10]=[CH:11][C:12]=2[O:13][CH3:14])[CH2:2][CH2:3][CH2:4][CH2:5]1. Reported procedure: To a solution of 4-(3-cyclopentyloxy-4-methoxyphenyl)-4-ethynyl-1,1-(ethylenedioxy)cyclohexane (0.10 g, 0.28 mmol) and 4-bromopyridine (0.54 g, 2.8 mmol) in piperidine (1.5 mL) under an argon atmosphere were added tetrakis(triphenyl-phosphine)palladium(0) (0.013 g, 4%), copper(I) iodide (0.004 g, 6%) and a small crystal of triphenylphosphine, and the mixture was heated at 80°-85° C. for 0.5 h. Water was added, the mixture was extracted three times with dichloromethane, was dried (magnesium sulfa... Starting materials: O=C1NC2CC3(CC(CC1C3)C2)NC(OC(C)(C)C)=O (tert-butyl (5-oxo-4-azatricyclo[4.3.1.13,8]undecan-1-yl)carbamate), Cl (HCl). Run in O1CCOCC1 (1,4-dioxane), O1CCOCC1 (dioxane). Yields the product Cl.NC12CC3NC(C(CC(C1)C3)C2)=O (1-amino-4-azatricyclo[4.3.1.13,8]undecan-5-one hydrochloride), Cl (hydrochloric acid). As a reaction SMILES: [O:1]=[C:2]1[CH:10]2[CH2:11][C:6]3([NH:13]C(=O)OC(C)(C)C)[CH2:7][CH:8]([CH2:12][CH:4]([CH2:5]3)[NH:3]1)[CH2:9]2.[ClH:21]>O1CCOCC1>[ClH:21].[NH2:13][C:6]12[CH2:11][CH:10]3[CH2:9][CH:8]([CH2:12][CH:4]([NH:3][C:2]3=[O:1])[CH2:5]1)[CH2:7]2.[ClH:21] |f:3.4|. Procedure details: To a solution of lactam 14B (0.18 mmol) in 1,4-dioxane (2 mL) was added a solution of 4 N HCl in dioxane (1.0 mL) and the mixture was maintained at rt for 16 h. The reaction mixture was concentrated and the residue was dissolved in water (2 mL). The aqueous layer was washed with EtOAc (3×5 mL) and concentrated to provide amine 14 in 88% yield as a hydrochloric acid salt.